Dataset: the Open Reaction Database (ORD), a public repository of structured organic reaction records. Task: describe an organic reaction: reactants, conditions, products, and yield Starting materials: C(C1=CC=CC=C1)C1CCN(CC1)CCN (2-(4-benzylpiperidino)-1-ethanamine), TEA, CC1=NC(=CC(=C1)NC(=O)NC1=CC(=NC(=C1)C)C)C (1,3-bis-(2,6-dimethyl-pyridin-4-yl)-urea). Reaction SMILES: [CH2:1]([CH:8]1[CH2:13][CH2:12][N:11]([CH2:14][CH2:15][NH2:16])[CH2:10][CH2:9]1)[C:2]1[CH:7]=[CH:6][CH:5]=[CH:4][CH:3]=1.[CH3:17][C:18]1[CH:23]=[C:22]([NH:24][C:25](NC2C=C(C)N=C(C)C=2)=[O:26])[CH:21]=[C:20]([CH3:36])[N:19]=1>O1CCOCC1>[CH2:1]([CH:8]1[CH2:9][CH2:10][N:11]([CH2:14][CH2:15][NH:16][C:25]([NH:24][C:22]2[CH:23]=[C:18]([CH3:17])[N:19]=[C:20]([CH3:36])[CH:21]=2)=[O:26])[CH2:12][CH2:13]1)[C:2]1[CH:7]=[CH:6][CH:5]=[CH:4][CH:3]=1. Yields the product C(C1=CC=CC=C1)C1CCN(CC1)CCNC(=O)NC1=CC(=NC(=C1)C)C (1-[2-(4-Benzyl-piperidin-1-yl)-ethyl]-3-(2,6-dimethyl-pyridin-4-yl)-urea). Run in O1CCOCC1 (dioxane). Procedure: A suspension of 2-(4-benzylpiperidino)-1-ethanamine (Example B1, 54.6 mg, 0.25 mmol), TEA (35 μL, 0.25 mmol) and 1,3-bis-(2,6-dimethyl-pyridin-4-yl)-urea (Example B1, 67.6 mg 0.25 mmol) in dioxane (2 mL) is heated at reflux for 24 h. The solvent is evaporated and the residue purified by HPLC to provide the title compound.